This data is from the Open Reaction Database (ORD), a public repository of structured organic reaction records. The task is: describe an organic reaction: reactants, conditions, products, and yield The reactants are O (water), COC(=O)C=1C=C2C(=NC1)NC(=C2)C(=O)O (1H-Pyrrolo[2,3-b]pyridine-2,5-dicarboxylic acid 5-methyl ester), Cl.C(C)(C)N1CCC(CC1)N (1-Isopropyl-piperidin-4-ylamine hydrochloride), C1COC(=O)N1P(=O)(N2CCOC2=O)Cl (BOP-Cl). The solvent is CN(C)C=O (DMF), CCN(CC)CC (NEt3). Reaction conditions: time 3 hour. Yields the product COC(=O)C=1C=C2C(=NC1)NC(=C2)C(NC2CCN(CC2)C(C)C)=O (2-(1-Isopropyl-piperidin-4-ylcarbamoyl)-1H-pyrrolo[2,3-b]pyridine-5-carboxylic acid methyl ester). Reaction SMILES: [CH3:1][O:2][C:3]([C:5]1[CH:6]=[C:7]2[CH:13]=[C:12]([C:14]([OH:16])=O)[NH:11][C:8]2=[N:9][CH:10]=1)=[O:4].Cl.[CH:18]([N:21]1[CH2:26][CH2:25][CH:24]([NH2:27])[CH2:23][CH2:22]1)([CH3:20])[CH3:19].C1N(P(Cl)(N2C(=O)OCC2)=O)C(=O)OC1.O>CN(C=O)C.CCN(CC)CC>[CH3:1][O:2][C:3]([C:5]1[CH:6]=[C:7]2[CH:13]=[C:12]([C:14](=[O:16])[NH:27][CH:24]3[CH2:25][CH2:26][N:21]([CH:18]([CH3:20])[CH3:19])[CH2:22][CH2:23]3)[NH:11][C:8]2=[N:9][CH:10]=1)=[O:4] |f:1.2|. Procedure: To a solution of 9.5 g 1H-Pyrrolo[2,3-b]pyridine-2,5-dicarboxylic acid 5-methyl ester in 120 mL DMF and 23.9 mL NEt3, 9.2 g 1-Isopropyl-piperidin-4-ylamine hydrochloride and 11 g BOP-Cl were added at RT and the mixture was stirred for 3 h. After addition of 20 mL of water the reaction mixture was extracted with ethyl acetate (3×150 ml). The combined organic layers were washed with brine (1×50 ml) and then dried over MgSO4. After filtration the solvent was removed under reduced pressure and the r... Reactants: CCCCOC(C)Oc1ccc(-c2ccc3c(c2)C=C(C(=O)OC)CCN3Cc2scnc2C)cc1, CO, Cl, [Na+], C1CCOC1, [OH-], O. Yields the product CCCCOC(C)Oc1ccc(-c2ccc3c(c2)C=C(C(=O)O)CCN3Cc2scnc2C)cc1. Reaction SMILES: [CH2:1]([CH2:2][CH2:3][CH3:4])[O:5][CH:6]([CH3:7])[O:8][c:9]1[cH:10][cH:11][c:12](-[c:15]2[cH:16][cH:17][c:18]3[c:19]([cH:36]2)[CH:20]=[C:21]([C:32](=[O:33])[O:34][CH3:35])[CH2:22][CH2:23][N:24]3[CH2:25][c:26]2[c:27]([CH3:31])[n:28][cH:29][s:30]2)[cH:13][cH:14]1.[CH3:46][OH:47].[ClH:40].[Na+:38].[O:41]1[CH2:42][CH2:43][CH2:44][CH2:45]1.[OH-:37].[OH2:39]>>[CH2:1]([CH2:2][CH2:3][CH3:4])[O:5][CH:6]([CH3:7])[O:8][c:9]1[cH:10][cH:11][c:12](-[c:15]2[cH:16][cH:17][c:18]3[c:19]([cH:36]2)[CH:20]=[C:21]([C:32](=[O:33])[OH:34])[CH2:22][CH2:23][N:24]3[CH2:25][c:26]2[c:27]([CH3:31])[n:28][cH:29][s:30]2)[cH:13][cH:14]1. Reagents/catalysts: CC(C)N=C=NC(C)C (DIC), CN1C(=C(C(=O)N(C1=O)C)N=O)O (Oxyma-B). Solvent: CN(C)C=O (DMF), CN(C)C=O (DMF), CN(C)C=O (DMF), CN(C)C=O (DMF), CN(C)C=O (DMF), CN(C)C=O (DMF). The product is Cc1ccc([N+](=O)[O-])cc1NC(=O)Cc1ccc2c(c1)C(=O)c1ccccc1CO2. Reaction SMILES: Cc1ccc([N+](=O)[O-])cc1N.O=C(O)Cc1ccc2c(c1)C(=O)c1ccccc1CO2.CC(C)N=C=NC(C)C.CN1C(=C(C(=O)N(C1=O)C)N=O)O.CN(C)C=O>>Cc1ccc([N+](=O)[O-])cc1NC(=O)Cc1ccc2c(c1)C(=O)c1ccccc1CO2. Isolated yield 20.9%. Reactants: O=C(O)Cc1ccc2c(c1)C(=O)c1ccccc1CO2, Cc1ccc([N+](=O)[O-])cc1N. Run at temperature 25 celsius, time 2 hour. Reactants: BrB(Br)Br, O=C([O-])O, CCOC(=O)c1cc2cc(OC)ccc2[nH]1, ClCCl, [Na+]. Product: CCOC(=O)c1cc2cc(O)ccc2[nH]1. Reaction SMILES: [B:1]([Br:2])([Br:3])[Br:4].[C:21](=[O:22])([O-:23])[OH:24].[CH3:5][O:6][c:7]1[cH:8][c:9]2[cH:10][c:11]([C:16](=[O:17])[O:18][CH2:19][CH3:20])[nH:12][c:13]2[cH:14][cH:15]1.[Cl:26][CH2:27][Cl:28].[Na+:25]>>[OH:6][c:7]1[cH:8][c:9]2[cH:10][c:11]([C:16](=[O:17])[O:18][CH2:19][CH3:20])[nH:12][c:13]2[cH:14][cH:15]1. Reactants: C(Cl)Cl (CH2Cl2), CC1=C(CSC2CC(CCC2)=NO)C(=CC(=C1)C)C (3-(R/S)-(2,4,6-trimethyl-benzyl-sulfanyl)-cyclohexanone-oxime), C=1(C(=CC=CC1)S(=O)(=O)Cl)C (toluenesulfonylchloride), S(O)(O)(=O)=O (sulfuric acid). Run in N1=CC=CC=C1 (pyridine). Yields the product CC1=C(CSC2CC(NCCC2)=O)C(=CC(=C1)C)C (4-(R/S)-(2,4,6-Trimethyl-benzyl-sulfanyl)-azepan-2-one). Reaction SMILES: [CH3:1][C:2]1[CH:17]=[C:16]([CH3:18])[CH:15]=[C:14]([CH3:19])[C:3]=1[CH2:4][S:5][CH:6]1[CH2:11][CH2:10][CH2:9][C:8](=[N:12]O)[CH2:7]1.C1(C)C(S(Cl)(=O)=[O:27])=CC=CC=1.S(=O)(=O)(O)O.C(Cl)Cl>N1C=CC=CC=1>[CH3:1][C:2]1[CH:17]=[C:16]([CH3:18])[CH:15]=[C:14]([CH3:19])[C:3]=1[CH2:4][S:5][CH:6]1[CH2:11][CH2:10][CH2:9][NH:12][C:8](=[O:27])[CH2:7]1. Procedure: A solution of 828 mg of 3-(R/S)-(2,4,6-trimethyl-benzyl-sulfanyl)-cyclohexanone-oxime and 570 mg of toluenesulfonylchloride in 5 ml of pyridine is stirred at RT for 4 hours and additional 2 hours at 60°. The mixture obtained is distributed between diluted sulfuric acid (2 ml H2SO4 conc. in 15 ml H2O) and CH2Cl2, the organic phase obtained is dried, solvent is evaporated and the evaporation residue is subjected to chromatography. 4-(R/S)-(2,4,6-Trimethyl-benzyl-sulfanyl)-azepan-2-one is obtained.... Reactants: C(CCC)=O (n-Butyraldehyde), N1CCOCC1 (morpholine), COC(=O)C1=C2C(OC1=O)=CC=C(C=C2)C(C)C (3-methoxycarbonyl-6-isopropyl-2H-cyclohepta[b]furan-2-one). The solvent is C(C)O (ethanol). Yields the product COC(=O)C1=CC(=C2C=CC(=CC=C12)C(C)C)CC (1-methoxycarbonyl-3-ethyl-6-isopropylazulene). Reaction SMILES: [CH:1](=O)[CH2:2][CH2:3]C.N1CCOCC1.[CH3:12][O:13][C:14]([C:16]1[C:20](=O)O[C:18]2=[CH:22][CH:23]=[C:24]([CH:27]([CH3:29])[CH3:28])[CH:25]=[CH:26][C:17]=12)=[O:15]>C(O)C>[CH3:12][O:13][C:14]([C:16]1[C:17]2[C:18]([CH:22]=[CH:23][C:24]([CH:27]([CH3:29])[CH3:28])=[CH:25][CH:26]=2)=[C:1]([CH2:2][CH3:3])[CH:20]=1)=[O:15]. Procedure details: n-Butyraldehyde (61.5 g, 0.853 mole) and morpholine (61.9 g, 0.71 mole) are added to cooled ethanol (400 ml), and then the compound (5) (68 g, 0.276 mole) is added thereto. The obtained mixture is stirred and warmed to dissolve the solid substance homogeneously. It is heated under reflux for 8 hours, and then the solvent is distilled off under reduced pressure to precipitate an oily material. The obtained oily material is dissolved in benzene (450 ml), washed twice with the same volume of water,... Reactants: COc1cc(Br)ccn1, CC#N, CC(C)(C)OC(=O)NC1(C(=O)NC(Cc2ccc(B3OC(C)(C)C(C)(C)O3)cc2)C(N)=O)CCOCC1, [Na+], [Na+], O=C([O-])[O-]. Yields the product COc1cc(-c2ccc(CC(NC(=O)C3(NC(=O)OC(C)(C)C)CCOCC3)C(N)=O)cc2)ccn1. RXN SMILES: [Br:38][c:39]1[cH:40][c:41]([O:45][CH3:46])[n:42][cH:43][cH:44]1.[CH3:53][C:54]#[N:55].[NH2:1][C:2]([CH:3]([CH2:4][c:5]1[cH:6][cH:7][c:8]([B:11]2[O:12][C:13]([CH3:14])([CH3:15])[C:16]([CH3:17])([CH3:18])[O:19]2)[cH:9][cH:10]1)[NH:20][C:21](=[O:22])[C:23]1([NH:29][C:30]([O:31][C:32]([CH3:33])([CH3:34])[CH3:35])=[O:36])[CH2:24][CH2:25][O:26][CH2:27][CH2:28]1)=[O:37].[Na+:47].[Na+:48].[O-:49][C:50](=[O:51])[O-:52]>>[NH2:1][C:2]([CH:3]([CH2:4][c:5]1[cH:6][cH:7][c:8](-[c:39]2[cH:40][c:41]([O:45][CH3:46])[n:42][cH:43][cH:44]2)[cH:9][cH:10]1)[NH:20][C:21](=[O:22])[C:23]1([NH:29][C:30]([O:31][C:32]([CH3:33])([CH3:34])[CH3:35])=[O:36])[CH2:24][CH2:25][O:26][CH2:27][CH2:28]1)=[O:37]. The solvent is C1CCOC1 (THF), C1CCOC1 (THF), C1CCOC1 (THF). The product is NCC=1C=CC(=C(C1)CO)CN(C1CCCC=2C=CC=NC12)CC1=NC=CC=C1C ((5-aminomethyl-2-{[(3-methyl-pyridin-2-ylmethyl)-(5,6,7,8-tetrahydro-quinolin-8-yl)-amino]-methyl}-phenyl)-methanol). Starting materials: COC(C1=C(C=CC(=C1)C#N)CN(C1CCCC=2C=CC=NC12)CC1=NC=CC=C1C)=O (5-cyano-2-{[(3-methyl-pyridin-2-ylmethyl)-(5,6,7,8-tetrahydro-quinolin-8-yl)-amino]-methyl}-benzoic acid methyl ester), C(=O)([O-])C(O)C(O)C(=O)[O-].[K+].[Na+] (sodium-potassium tartrate), [H-].[H-].[H-].[H-].[Li+].[Al+3] (LiAlH4), resultant mixture. Isolated yield 37.0%. Procedure: To a cold (0° C.) mixture of LiAlH4 (187 mg, 4.93 mmol) in dry THF (5 mL) was added 5-cyano-2-{[(3-methyl-pyridin-2-ylmethyl)-(5,6,7,8-tetrahydro-quinolin-8-yl)-amino]-methyl}-benzoic acid methyl ester (245 mg, 0.57 mmol) as a solution in THF (6 mL). The resultant mixture was stirred at room temperature for 5 hours then cooled in an ice water bath. The mixture was treated with saturated aqueous sodium-potassium tartrate (11 mL) and diluted with THF (11 mL). The phases were separated and the aque... RXN SMILES: [H-].[H-].[H-].[H-].[Li+].[Al+3].C[O:8][C:9](=O)[C:10]1[CH:15]=[C:14]([C:16]#[N:17])[CH:13]=[CH:12][C:11]=1[CH2:18][N:19]([CH2:30][C:31]1[C:36]([CH3:37])=[CH:35][CH:34]=[CH:33][N:32]=1)[CH:20]1[C:29]2[N:28]=[CH:27][CH:26]=[CH:25][C:24]=2[CH2:23][CH2:22][CH2:21]1.C(C(C(C([O-])=O)O)O)([O-])=O.[K+].[Na+]>C1COCC1>[NH2:17][CH2:16][C:14]1[CH:13]=[CH:12][C:11]([CH2:18][N:19]([CH2:30][C:31]2[C:36]([CH3:37])=[CH:35][CH:34]=[CH:33][N:32]=2)[CH:20]2[C:29]3[N:28]=[CH:27][CH:26]=[CH:25][C:24]=3[CH2:23][CH2:22][CH2:21]2)=[C:10]([CH2:9][OH:8])[CH:15]=1 |f:0.1.2.3.4.5,7.8.9|. Starting materials: ClC1=NC=C(C(=N1)OC1COCC1)Cl (2,5-dichloro-4-((tetrahydrofuran-3-yl)oxy)pyrimidine), intermediate, N (NH3). Reaction conditions: time 16 hour. The product is ClC=1C(=NC(=NC1)N)OC1COCC1 ((racemic) 5-chloro-4-((tetrahydrofuran-3-yl)oxy)pyrimidin-2-amine). As a reaction SMILES: Cl[C:2]1[N:7]=[C:6]([O:8][CH:9]2[CH2:13][CH2:12][O:11][CH2:10]2)[C:5]([Cl:14])=[CH:4][N:3]=1.[NH3:15]>>[Cl:14][C:5]1[C:6]([O:8][CH:9]2[CH2:13][CH2:12][O:11][CH2:10]2)=[N:7][C:2]([NH2:15])=[N:3][CH:4]=1. Procedure details: A solution of 2,5-dichloro-4-((tetrahydrofuran-3-yl)oxy)pyrimidine (intermediate 31,100 mg, 0.425 mmol) in NH3 (7 M in MeOH, 608 μl, 4.25 mmol) was heated to 70° C. and stirred for 16 h. The reaction mixture was cooled to room temperature and concentrated. The crude material was purified by normal phase chromatography (4 g silica gel cartridge, heptanes/EtOAc 100:0 to 0:100) to give the title compound as a white solid. 1H NMR (400 MHz, DMSO-d6) δ 8.04 (s, 1H), 6.78 (br. s, 2H), 5.47-5.54 (m, 1H)... Reactants: CCO, CC(OC(=O)C(c1ccccc1F)N1CCCCC1)c1ccccc1. The product is O=C(O)C(c1ccccc1F)N1CCCCC1. Reaction SMILES: [CH3:26][CH2:27][OH:28].[F:1][c:2]1[c:3]([CH:8]([C:9](=[O:10])[O:11][CH:12]([c:13]2[cH:14][cH:15][cH:16][cH:17][cH:18]2)[CH3:19])[N:20]2[CH2:21][CH2:22][CH2:23][CH2:24][CH2:25]2)[cH:4][cH:5][cH:6][cH:7]1>>[F:1][c:2]1[c:3]([CH:8]([C:9](=[O:10])[OH:11])[N:20]2[CH2:21][CH2:22][CH2:23][CH2:24][CH2:25]2)[cH:4][cH:5][cH:6][cH:7]1.